This data is from the Open Reaction Database (ORD), a public repository of structured organic reaction records. The task is: describe an organic reaction: reactants, conditions, products, and yield The reactants are solid, Cl.Cl.Cl.O1CCC=2C1=C(N=CC2)N2CCN(CC2)CC[C@@H]2CC[C@H](CC2)N (trans-4-{2-[4-(2,3-dihydro-furo[2,3-c]pyridin-7-yl)-piperazin-1-yl]-ethyl}-cyclohexylamine trihydrochloride), Cl.Cl.Cl.O1CCC=2C1=C(N=CC2)N2CCN(CC2)CC[C@@H]2CC[C@H](CC2)N (trans-4-{2-[4-(2,3-dihydro-furo[2,3-c]pyridin-7-yl)-piperazin-1-yl]-ethyl}-cyclohexylamine trihydrochloride), O1[C@H](COCC1)CC(=O)O ((S)-2-(1,4-dioxan-2-yl)acetic acid). RXN SMILES: Cl.Cl.Cl.[O:4]1[C:8]2=[C:9]([N:13]3[CH2:18][CH2:17][N:16]([CH2:19][CH2:20][C@H:21]4[CH2:26][CH2:25][C@H:24]([NH2:27])[CH2:23][CH2:22]4)[CH2:15][CH2:14]3)[N:10]=[CH:11][CH:12]=[C:7]2[CH2:6][CH2:5]1.[O:28]1[CH2:33][CH2:32][O:31][CH2:30][C@@H:29]1[CH2:34][C:35](O)=[O:36]>>[O:4]1[C:8]2=[C:9]([N:13]3[CH2:18][CH2:17][N:16]([CH2:19][CH2:20][C@H:21]4[CH2:26][CH2:25][C@H:24]([NH:27][C:35](=[O:36])[CH2:34][C@H:29]5[CH2:30][O:31][CH2:32][CH2:33][O:28]5)[CH2:23][CH2:22]4)[CH2:15][CH2:14]3)[N:10]=[CH:11][CH:12]=[C:7]2[CH2:6][CH2:5]1 |f:0.1.2.3|. Product: O1CCC=2C1=C(N=CC2)N2CCN(CC2)CC[C@@H]2CC[C@H](CC2)NC(C[C@@H]2OCCOC2)=O (trans-N-(4-{2-[4-(2,3-Dihydro-furo[2,3-c]pyridin-7-yl)-piperazin-1-yl]-ethyl}-cyclohexyl)-2-(S)[1,4]dioxan-2-yl-acetamide). Reported procedure: The title compound, white solid (54 mg, 74%), MS (ISP) m/z=459.5 [(M+H)+], mp 181° C., was prepared in accordance with the general method of example 6 from trans-4-{2-[4-(2,3-dihydro-furo[2,3-c]pyridin-7-yl)-piperazin-1-yl]-ethyl}-cyclohexylamine trihydrochloride (intermediate B) (70.4 mg, 0.16 mmol) (S)-2-(1,4-dioxan-2-yl)acetic acid. Starting materials: Clc1cc2nc(Br)[nH]c2cc1Cl, CC(=O)OC1OC(C)C(OC(C)=O)C1OC(C)=O, CC#N, CCOC(C)=O. The product is CC(=O)OC1C(C)OC(n2c(Br)nc3cc(Cl)c(Cl)cc32)C1OC(C)=O. RXN SMILES: [Br:1][c:2]1[nH:3][c:4]2[c:5]([n:6]1)[cH:7][c:8]([Cl:12])[c:9]([Cl:11])[cH:10]2.[C:13]([O:14][CH:17]1[CH:18]([O:19][C:20]([CH3:21])=[O:22])[CH:23]([O:24][C:25]([CH3:26])=[O:27])[CH:28]([CH3:30])[O:29]1)(=[O:15])[CH3:16].[CH3:31][C:32]#[N:33].[CH3:34][CH2:35][O:36][C:37]([CH3:38])=[O:39]>>[Br:1][c:2]1[n:3]([CH:17]2[CH:18]([O:19][C:20]([CH3:21])=[O:22])[CH:23]([O:24][C:25]([CH3:26])=[O:27])[CH:28]([CH3:30])[O:29]2)[c:4]2[c:5]([n:6]1)[cH:7][c:8]([Cl:12])[c:9]([Cl:11])[cH:10]2. Starting materials: BrCc1ccc(Br)cc1, c1ccc(CC2CNCCN2)cc1, CC#N. The product is Brc1ccc(CN2CCNC(Cc3ccccc3)C2)cc1. Reaction SMILES: [Br:14][c:15]1[cH:16][cH:17][c:18]([CH2:19][Br:20])[cH:21][cH:22]1.[CH2:1]([c:2]1[cH:3][cH:4][cH:5][cH:6][cH:7]1)[CH:8]1[NH:9][CH2:10][CH2:11][NH:12][CH2:13]1.[CH3:23][C:24]#[N:25]>>[CH2:1]([c:2]1[cH:3][cH:4][cH:5][cH:6][cH:7]1)[CH:8]1[NH:9][CH2:10][CH2:11][N:12]([CH2:19][c:18]2[cH:17][cH:16][c:15]([Br:14])[cH:22][cH:21]2)[CH2:13]1. Reactants: C(CCC)(=O)CC(C(=O)OCC)=O (ethyl 3-butyrylpyruvate), FF (fluorine). Run in C(C)#N (acetonitrile). Yields the product C(CCC)(=O)C(C(C(=O)OCC)=O)F (ethyl 3-butyryl-3-fluoropyruvate). Reaction SMILES: [C:1]([CH2:6][C:7](=[O:13])[C:8]([O:10][CH2:11][CH3:12])=[O:9])(=[O:5])[CH2:2][CH2:3][CH3:4].[F:14]F>C(#N)C>[C:1]([CH:6]([F:14])[C:7](=[O:13])[C:8]([O:10][CH2:11][CH3:12])=[O:9])(=[O:5])[CH2:2][CH2:3][CH3:4]. Procedure details: In the same manner as in Example 1, ethyl 3-butyrylpyruvate (9.53 g; 0.0512 mol) is dissolved in acetonitrile (94 g) and reacted with fluorine at -5° C. By distilling off the solvent under reduced pressure, there is obtained a crude product (5.5 g), which is rectified to give ethyl 3-butyryl-3-fluoropyruvate. Boiling point, 72°-78° C./2 mmHg. The reactants are O=C([O-])[O-], COc1ccc(CCN)cc1OC, O=C(O)C(O)CCl, [Na+], [Na+], O. The product is COc1ccc(CCNCC(O)C(=O)O)cc1OC. As a reaction SMILES: [C:21](=[O:22])([O-:23])[O-:24].[CH3:8][O:9][c:10]1[cH:11][c:12]([CH2:13][CH2:14][NH2:15])[cH:16][cH:17][c:18]1[O:19][CH3:20].[Cl:1][CH2:2][CH:3]([C:4](=[O:5])[OH:6])[OH:7].[Na+:25].[Na+:26].[OH2:27]>>[CH2:2]([CH:3]([C:4](=[O:5])[OH:6])[OH:7])[NH:15][CH2:14][CH2:13][c:12]1[cH:11][c:10]([O:9][CH3:8])[c:18]([O:19][CH3:20])[cH:17][cH:16]1.